From a dataset of the Open Reaction Database (ORD), a public repository of structured organic reaction records. describe an organic reaction: reactants, conditions, products, and yield Reactants: [BH4-], CCO, CCOC(=O)C(F)(F)c1ccccn1, [Na+]. Product: OCC(F)(F)c1ccccn1. Reaction SMILES: [BH4-:15].[CH3:17][CH2:18][OH:19].[F:1][C:2]([C:3](=[O:4])[O:5][CH2:6][CH3:7])([c:8]1[n:9][cH:10][cH:11][cH:12][cH:13]1)[F:14].[Na+:16]>>[F:1][C:2]([CH2:3][OH:4])([c:8]1[n:9][cH:10][cH:11][cH:12][cH:13]1)[F:14]. Reactants: [H-].[Na+] (sodium hydride), [Cl-].[NH4+] (ammonium chloride), FC(CO)(F)F (trifluoroethyl alcohol), ClC=1C(=NC=C(C1Cl)Cl)C#N (3,4,5-trichloropyridine-2-carbonitrile). The solvent is O1CCCC1 (tetrahydrofuran). Reaction conditions: time 10 minute. Yields the product ClC=1C(=NC=C(C1OCC(F)(F)F)Cl)C#N (3,5-dichloro-4-(2,2,2-trifluoroethoxy)pyridine-2-carbonitrile). Yield: 91.8%. As a reaction SMILES: [H-].[Na+].[F:3][C:4]([F:8])([F:7])[CH2:5][OH:6].[Cl:9][C:10]1[C:11]([C:18]#[N:19])=[N:12][CH:13]=[C:14]([Cl:17])[C:15]=1Cl.[Cl-].[NH4+]>O1CCCC1>[Cl:9][C:10]1[C:11]([C:18]#[N:19])=[N:12][CH:13]=[C:14]([Cl:17])[C:15]=1[O:6][CH2:5][C:4]([F:8])([F:7])[F:3] |f:0.1,4.5|. Procedure details: Into 5 ml of tetrahydrofuran was suspended 0.12 g of sodium hydride (60% oily), and 0.27 g of trifluoroethyl alcohol was added at 10° C. After stirring for 10 minutes, 0.5 g of 3,4,5-trichloropyridine-2-carbonitrile was added at 0° C., the mixture was stirred for 20 hours, and the reaction solution was poured into an aqueous saturated ammonium chloride solution, followed by extraction with tert-butyl=methyl=ether three times. The organic layers were combined, washed with an aqueous saturated sod... Yields the product N#Cc1c(F)cccc1-c1cc(N)ccc1F. Starting materials: CCO, N#Cc1c(F)cccc1-c1cc([N+](=O)[O-])ccc1F, C1CCOC1, O, O, Cl[Sn]Cl. As a reaction SMILES: [CH3:30][CH2:31][OH:32].[F:1][c:2]1[c:3]([C:18]#[N:19])[c:4](-[c:8]2[c:9]([F:17])[cH:10][cH:11][c:12]([N+:14]([O-:15])=[O:16])[cH:13]2)[cH:5][cH:6][cH:7]1.[O:25]1[CH2:26][CH2:27][CH2:28][CH2:29]1.[OH2:20].[OH2:21].[Sn:22]([Cl:23])[Cl:24]>>[F:1][c:2]1[c:3]([C:18]#[N:19])[c:4](-[c:8]2[c:9]([F:17])[cH:10][cH:11][c:12]([NH2:14])[cH:13]2)[cH:5][cH:6][cH:7]1. Reactants: C(C(=O)Cl)(=O)Cl (Oxalyl chloride), O.COC1=C(C(=O)O)C=CC(=C1)[N+](=O)[O-] (2-methoxy-4-nitrobenzoic acid monohydrate). Reagents/catalysts: CN(C=O)C (dimethylformamide). Run in C(Cl)Cl (methylene chloride), C(Cl)Cl (methylene chloride). Reaction conditions: time 1 hour. The product is COC1=C(C(=O)Cl)C=CC(=C1)[N+](=O)[O-] (2-Methoxy-4-nitrobenzoyl chloride). Reaction SMILES: [C:1](Cl)(=O)[C:2]([Cl:4])=[O:3].O.[CH3:8][O:9][C:10]1[CH:18]=[C:17]([N+:19]([O-:21])=[O:20])[CH:16]=[CH:15]C=1C(O)=O>C(Cl)Cl.CN(C)C=O>[CH3:8][O:9][C:10]1[CH:18]=[C:17]([N+:19]([O-:21])=[O:20])[CH:16]=[CH:15][C:1]=1[C:2]([Cl:4])=[O:3] |f:1.2|. Procedure details: Oxalyl chloride (0.81 ml) in methylene chloride (10 ml) was added dropwise to a solution of 2-methoxy-4-nitrobenzoic acid monohydrate (1 g) in methylene chloride (40 ml) and dimethylformamide (1 drop) and the reaction mixture was stirred at room temperature for 1 hour after gas evolution ceased. The solvent was then evaporated in vacuo to give an oil which was crystallised from cold ethyl acetate/hexane to give the title compound, yield 0.7 g.